This data is from the Open Reaction Database (ORD), a public repository of structured organic reaction records. The task is: describe an organic reaction: reactants, conditions, products, and yield Reactants: CC(=O)O, CCO, [Cl-], O=C(NCCN1CCOCC1)c1ccc([N+](=O)[O-])c(Cl)c1, [Fe], [NH4+], O. Product: Nc1ccc(C(=O)NCCN2CCOCC2)cc1Cl. Reaction SMILES: [CH3:25][C:26](=[O:27])[OH:28].[CH3:29][CH2:30][OH:31].[Cl-:22].[Cl:1][c:2]1[cH:3][c:4]([C:5](=[O:6])[NH:7][CH2:8][CH2:9][N:10]2[CH2:11][CH2:12][O:13][CH2:14][CH2:15]2)[cH:16][cH:17][c:18]1[N+:19]([O-:20])=[O:21].[Fe:32].[NH4+:23].[OH2:24]>>[Cl:1][c:2]1[cH:3][c:4]([C:5](=[O:6])[NH:7][CH2:8][CH2:9][N:10]2[CH2:11][CH2:12][O:13][CH2:14][CH2:15]2)[cH:16][cH:17][c:18]1[NH2:19]. Starting materials: ClCl (chlorine), BrC(Cl)(Cl)Br (Dibromodichloromethane), [Sb](Cl)(Cl)Cl (antimony trichloride), ClCl (chlorine). Conditions: temperature 110 celsius. Product: ClC(Br)(Cl)Cl (trichlorobromomethane), BrC(Cl)(Cl)Br (dibromodichloromethane). As a reaction SMILES: [Br:1][C:2]([Br:5])([Cl:4])[Cl:3].[Sb](Cl)(Cl)[Cl:7].ClCl>>[Cl:7][C:2]([Cl:3])([Cl:4])[Br:5].[Br:1][C:2]([Br:5])([Cl:4])[Cl:3]. Procedure details: Dibromodichloromethane (4.3 moles, CBr2Cl2) and 0.5 mole of antimony trichloride (SbCl3) were placed in a one liter flask. The flask was equipped with a gas inlet for the introduction of chlorine and with a four bulb reflux condenser heated with atmospheric steam. The flask was heated to 110° C. and 2.2 moles of chlorine were then introduced into the mixture. The resulting reaction was exothermic. The reaction temperature was maintained within the range of 107° to 118° C. for about 1.5 hours. Br...